From a dataset of the Open Reaction Database (ORD), a public repository of structured organic reaction records. describe an organic reaction: reactants, conditions, products, and yield Starting materials: C(C)(C)(C)OC(=O)N(C1=C(SC=C1C#N)C(=O)OC)C(=O)OC(C)(C)C (methyl 3-bis(t-butoxycarbonyl)amino-4-cyanothiophene-2-carboxylate). Solvent: CO (methanol), [OH-].[K+] (potassium hydroxide). Reaction conditions: temperature 50 celsius. Yields the product C(C)(C)(C)OC(=O)N(C1=C(SC=C1C#N)C(=O)O)C(=O)OC(C)(C)C (3-bis(t-butoxycarbonyl)amino-4-cyanothiophene-2-carboxylic acid). The yield is 87.3%. As a reaction SMILES: [C:1]([O:5][C:6]([N:8]([C:20]([O:22][C:23]([CH3:26])([CH3:25])[CH3:24])=[O:21])[C:9]1[C:13]([C:14]#[N:15])=[CH:12][S:11][C:10]=1[C:16]([O:18]C)=[O:17])=[O:7])([CH3:4])([CH3:3])[CH3:2]>CO.[OH-].[K+]>[C:23]([O:22][C:20]([N:8]([C:6]([O:5][C:1]([CH3:4])([CH3:3])[CH3:2])=[O:7])[C:9]1[C:13]([C:14]#[N:15])=[CH:12][S:11][C:10]=1[C:16]([OH:18])=[O:17])=[O:21])([CH3:26])([CH3:25])[CH3:24] |f:2.3|. Procedure: A mixture of methyl 3-bis(t-butoxycarbonyl)amino-4-cyanothiophene-2-carboxylate (38 g, 99.5 mmol) in methanol (160 ml) and 2N potassium hydroxide (50 ml) was heated at 50° C. for 3 h. The methanol was evaporated and the mixture was acidified (pH=5) with acetic acid. The mixture was extracted with ether, dried and concentrated in vacuo. The residue was triturated with petroleum ether and the crystallinic fraction was filtered off to give 32 g (87%) of 3-bis(t-butoxycarbonyl)amino-4-cyanothiophene... The reactants are OCC(CO)=NNC(=O)OC(C)(C)C (tert-butyl 2-[2-hydroxy-1-(hydroxymethyl)ethylidene]hydrazine carboxylate), B.C1CCOC1 (BH3-THF). The solvent is C1CCOC1 (THF). Conditions: time 30 minute. Product: OCC(CO)NNC(=O)OC(C)(C)C (tert-butyl 2-[2-hydroxy-1-(hydroxymethyl)ethyl]hydrazine carboxylate). The yield is 110.9%. RXN SMILES: [OH:1][CH2:2][C:3](=[N:6][NH:7][C:8]([O:10][C:11]([CH3:14])([CH3:13])[CH3:12])=[O:9])[CH2:4][OH:5].B.C1COCC1>C1COCC1>[OH:1][CH2:2][CH:3]([NH:6][NH:7][C:8]([O:10][C:11]([CH3:14])([CH3:13])[CH3:12])=[O:9])[CH2:4][OH:5] |f:1.2|. Reported procedure: To a 0 THF solution of tert-butyl 2-[2-hydroxy-1-(hydroxymethyl)ethylidene]hydrazine carboxylate (1.0 g, 4.897 mmol) was added a solution of 1M BH3-THF (10 mL) dropwise. The reaction mixture was stirred at rt for 30 min, after which time the mixture was quenched by slowly adding 5 mL of methanol. The mixture was concentrated under reduced pressure and dried to give the desired product (1.12 g, 100%). 1H-NMR (DMSO-d6) δ 8.38 (s, 1H), 7.15 (s, 1H), 4.62 (s, 1H), 4.39 (t, 1H), 3.38 (q, 4H), 3.10 (s... Conditions: temperature 150 celsius. Reported procedure: A solution was prepared by mixing 2.0 g of 2,5-di-(p-toluidino)-terephthalic acid, 0.1 g of p-toluenesulfonic acid, 15 mL of ethylene glycol, and 20 mL of dimethylformamide. A fused silica glass capillary (equivalent diameter, 0.20 mm; and length, 4.0 m) was provided as a reactor, and was fixed in such a manner that a portion of 2.5 m length out of the whole capillary was immersed in an oil bath. The oil bath was heated to 150° C., and this solution was fed into the reactor at a flow velocity of... Run in CN(C=O)C (dimethylformamide). RXN SMILES: [C:1]1([CH3:28])[CH:6]=[CH:5][C:4]([NH:7][C:8]2[CH:16]=[C:15]([C:17]([OH:19])=O)[C:14]([NH:20][C:21]3[CH:26]=[CH:25][C:24]([CH3:27])=[CH:23][CH:22]=3)=[CH:13][C:9]=2[C:10](O)=[O:11])=[CH:3][CH:2]=1.C1(C)C=CC(S(O)(=O)=O)=CC=1.C(O)CO>CN(C)C=O>[CH3:27][C:24]1[CH:23]=[CH:22][C:21]2[NH:20][C:14]3[C:15]([C:17](=[O:19])[C:26]=2[CH:25]=1)=[CH:16][C:8]1[NH:7][C:4]2[CH:3]=[CH:2][C:1]([CH3:28])=[CH:6][C:5]=2[C:10](=[O:11])[C:9]=1[CH:13]=3. Yields the product CC1=CC2=C(C=C1)NC3=CC4=C(C=C3C2=O)NC5=C(C4=O)C=C(C=C5)C (2,9-dimethylquinacridone). The reactants are C1(=CC=C(C=C1)NC1=C(C(=O)O)C=C(C(=C1)C(=O)O)NC1=CC=C(C=C1)C)C (2,5-di-(p-toluidino)-terephthalic acid), C1(=CC=C(C=C1)S(=O)(=O)O)C (p-toluenesulfonic acid), C(CO)O (ethylene glycol). Reactants: CCCCC1C(C(CCC(CCCC(CCCC(/C(=C/C(C(CC(CC(CC(CC(CCCC/C(=C/C(C(OC1=O)C(C)C(CCCNC(=N)N)O)C)/C)O)O)O)O)O)O[C@@H]2[C@H]([C@@H]([C@H](O2)CO)O)O)/C)O)O)O)C)O (Primycin), N-methyl-pyrrolidone-2, C[C@H]1/C=C/C=C/CC/C=C/C=C/C=C/C=C/[C@@H](C[C@H]2[C@@H]([C@H](C[C@](O2)(C[C@H]([C@@H](CC[C@H](C[C@H](C[C@H](CC(=O)O[C@H]([C@@H]([C@@H]1O)C)C)O)O)O)O)O)O)O)C(=O)O)O[C@@H]3[C@@H]([C@@H]([C@H]([C@@H](O3)C)O)N)O (nystatin), C[C@]12CCC(=O)C=C1CC[C@@H]3[C@@H]2[C@H](C[C@]4([C@H]3CC[C@@]4(C(=O)CO)O)C)O (hydrocortisone). Run at time 24 hour. Yields the product CCCCC1C(C(CCC(CCCC(CCCC(/C(=C/C(C(CC(CC(CC(CC(CCCC/C(=C/C(C(OC1=O)C(C)C(CCCNC(=N)N)O)C)/C)O)O)O)O)O)O[C@@H]2[C@H]([C@@H]([C@H](O2)CO)O)O)/C)O)O)O)C)O.C[C@]12CCC(=O)C=C1CC[C@@H]3[C@@H]2[C@H](C[C@]4([C@H]3CC[C@@]4(C(=O)CO)O)C)O.C[C@H]1/C=C/C=C/CC/C=C/C=C/C=C/C=C/[C@@H](C[C@H]2[C@@H]([C@H](C[C@](O2)(C[C@H]([C@@H](CC[C@H](C[C@H](C[C@H](CC(=O)O[C@H]([C@@H]([C@@H]1O)C)C)O)O)O)O)O)O)O)C(=O)O)O[C@@H]3[C@@H]([C@@H]([C@H]([C@@H](O3)C)O)N)O (Primycin Hydrocortisone Nystatin). As a reaction SMILES: [CH3:1][CH2:2][CH2:3][CH2:4][CH:5]1[C:40](=[O:41])[O:39][CH:38]([CH:42]([CH:44]([OH:52])[CH2:45][CH2:46][CH2:47][NH:48][C:49]([NH2:51])=[NH:50])[CH3:43])[CH:37]([CH3:53])[CH:36]=[C:35]([CH3:54])[CH2:34][CH2:33][CH2:32][CH2:31][CH:30]([OH:55])[CH2:29][CH:28]([OH:56])[CH2:27][CH:26]([OH:57])[CH2:25][CH:24]([OH:58])[CH2:23][CH:22]([OH:59])[CH:21]([O:60][C@H:61]2[O:65][C@H:64]([CH2:66][OH:67])[C@@H:63]([OH:68])[C@@H:62]2[OH:69])[CH:20]=[C:19]([CH3:70])[CH:18]([OH:71])[CH2:17][CH2:16][CH2:15][CH:14]([OH:72])[CH2:13][CH2:12][CH2:11][CH:10]([OH:73])[CH2:9][CH2:8][CH:7]([CH3:74])[CH:6]1[OH:75].[CH3:76][C@@H:77]1[C@@H:116]([OH:117])[C@@H:115]([CH3:118])[C@H:114]([CH3:119])[O:113][C:111](=[O:112])[CH2:110][C@H:109]([OH:120])[CH2:108][C@H:107]([OH:121])[CH2:106][C@H:105]([OH:122])[CH2:104][CH2:103][C@@H:102]([OH:123])[C@H:101]([OH:124])[CH2:100][C@@:98]2([OH:125])[O:99][C@H:94]([C@H:95]([C:127]([OH:129])=[O:128])[C@@H:96]([OH:126])[CH2:97]2)[CH2:93][C@@H:92]([O:130][C@H:131]2[O:136][C@@H:135]([CH3:137])[C@H:134]([OH:138])[C@@H:133]([NH2:139])[C@H:132]2[OH:140])[CH:91]=[CH:90][CH:89]=[CH:88][CH:87]=[CH:86][CH:85]=[CH:84][CH2:83][CH2:82][CH:81]=[CH:80][CH:79]=[CH:78]1.[CH3:141][C@@:142]12[C@H:152]3[C@@H:153]([OH:166])[CH2:154][C@:155]4([CH3:165])[C@@:159]([OH:164])([C:160]([CH2:162][OH:163])=[O:161])[CH2:158][CH2:157][C@H:156]4[C@@H:151]3[CH2:150][CH2:149][C:148]1=[CH:147][C:145](=[O:146])[CH2:144][CH2:143]2>>[CH3:1][CH2:2][CH2:3][CH2:4][CH:5]1[C:40](=[O:41])[O:39][CH:38]([CH:42]([CH:44]([OH:52])[CH2:45][CH2:46][CH2:47][NH:48][C:49]([NH2:51])=[NH:50])[CH3:43])[CH:37]([CH3:53])[CH:36]=[C:35]([CH3:54])[CH2:34][CH2:33][CH2:32][CH2:31][CH:30]([OH:55])[CH2:29][CH:28]([OH:56])[CH2:27][CH:26]([OH:57])[CH2:25][CH:24]([OH:58])[CH2:23][CH:22]([OH:59])[CH:21]([O:60][C@H:61]2[O:65][C@H:64]([CH2:66][OH:67])[C@@H:63]([OH:68])[C@@H:62]2[OH:69])[CH:20]=[C:19]([CH3:70])[CH:18]([OH:71])[CH2:17][CH2:16][CH2:15][CH:14]([OH:72])[CH2:13][CH2:12][CH2:11][CH:10]([OH:73])[CH2:9][CH2:8][CH:7]([CH3:74])[CH:6]1[OH:75].[CH3:141][C@@:142]12[C@H:152]3[C@@H:153]([OH:166])[CH2:154][C@:155]4([CH3:165])[C@@:159]([OH:164])([C:160]([CH2:162][OH:163])=[O:161])[CH2:158][CH2:157][C@H:156]4[C@@H:151]3[CH2:150][CH2:149][C:148]1=[CH:147][C:145](=[O:146])[CH2:144][CH2:143]2.[CH3:76][C@@H:77]1[C@@H:116]([OH:117])[C@@H:115]([CH3:118])[C@H:114]([CH3:119])[O:113][C:111](=[O:112])[CH2:110][C@H:109]([OH:120])[CH2:108][C@H:107]([OH:121])[CH2:106][C@H:105]([OH:122])[CH2:104][CH2:103][C@@H:102]([OH:123])[C@H:101]([OH:124])[CH2:100][C@@:98]2([OH:125])[O:99][C@H:94]([C@H:95]([C:127]([OH:129])=[O:128])[C@@H:96]([OH:126])[CH2:97]2)[CH2:93][C@@H:92]([O:130][C@H:131]2[O:136][C@@H:135]([CH3:137])[C@H:134]([OH:138])[C@@H:133]([NH2:139])[C@H:132]2[OH:140])[CH:91]=[CH:90][CH:89]=[CH:88][CH:87]=[CH:86][CH:85]=[CH:84][CH2:83][CH2:82][CH:81]=[CH:80][CH:79]=[CH:78]1 |f:3.4.5|. Procedure details: From 20 g of Primycin and 40.0 g of N-methyl-pyrrolidone-2 a gel is prepared at 70° C., whereupon nystatin and hydrocortisone are added at room temperature under constant stirring. A very viscous solution is obtained which becomes gelous on standing for 24 hours. Starting materials: O=C([O-])[O-], COc1ccc(CCl)cc1, CC#N, [K+], [K+], O=C(Nc1ccccc1)c1n[nH]cc1I. Yields the product COc1ccc(Cn2cc(I)c(C(=O)Nc3ccccc3)n2)cc1. RXN SMILES: [C:16](=[O:17])([O-:18])[O-:19].[CH3:22][O:23][c:24]1[cH:25][cH:26][c:27]([CH2:28][Cl:29])[cH:30][cH:31]1.[CH3:32][C:33]#[N:34].[K+:20].[K+:21].[c:1]1([NH:7][C:8](=[O:9])[c:10]2[n:11][nH:12][cH:13][c:14]2[I:15])[cH:2][cH:3][cH:4][cH:5][cH:6]1>>[c:1]1([NH:7][C:8](=[O:9])[c:10]2[n:11][n:12]([CH2:28][c:27]3[cH:26][cH:25][c:24]([O:23][CH3:22])[cH:31][cH:30]3)[cH:13][c:14]2[I:15])[cH:2][cH:3][cH:4][cH:5][cH:6]1. The reactants are COC(NC1=NC2=C(N1)C=CC(=C2)O)=O (methyl(5-hydroxy-1H-benzimidazol-2-yl)carbamate), C1(CC1)N (cyclopropylamine). Run in CN1C(CCC1)=O (1-methyl-2-pyrrolidinone). Conditions: time 25 minute. Yields the product C1(CC1)NC(=O)NC1=NC2=C(N1)C=CC(=C2)O (1-cyclopropyl-3-(5-hydroxy-1H-benzimidazol-2-yl)urea). Isolated yield 8.9%. RXN SMILES: CO[C:3](=[O:15])[NH:4][C:5]1[NH:9][C:8]2[CH:10]=[CH:11][C:12]([OH:14])=[CH:13][C:7]=2[N:6]=1.[CH:16]1([NH2:19])[CH2:18][CH2:17]1>CN1CCCC1=O>[CH:16]1([NH:19][C:3]([NH:4][C:5]2[NH:9][C:8]3[CH:10]=[CH:11][C:12]([OH:14])=[CH:13][C:7]=3[N:6]=2)=[O:15])[CH2:18][CH2:17]1. Procedure: 3 g of methyl(5-hydroxy-1H-benzimidazol-2-yl)carbamate are placed in 15 cm3 of 1-methyl-2-pyrrolidinone and 4.19 g of cyclopropylamine in a 20 cm3 microwave reactor. After the reaction has been hermetically closed, it is placed in the microwave cavity at 130° C. for 25 minutes. The reaction medium is evaporated to dryness under reduced pressure (0.2 to 0.4 kPa) with a bath temperature of 85° C. The residue is taken up in 100 cm3 of water, solidified, filtered off by suction and washed with three... The reactants are C1CCOC1, CO, [Cl-], [NH4+], O, [Zn], COc1cc[nH]c1C=C1C(=O)Nc2ccc([N+](=O)[O-])c(-c3ccc4cc[nH]c4c3)c21. The product is COc1cc[nH]c1C=C1C(=O)Nc2ccc(N)c(-c3ccc4cc[nH]c4c3)c21. As a reaction SMILES: [CH2:36]1[O:37][CH2:38][CH2:39][CH2:40]1.[CH3:34][OH:35].[Cl-:32].[NH4+:33].[OH2:31].[Zn:41].[nH:1]1[cH:2][cH:3][c:4]2[cH:5][cH:6][c:7](-[c:10]3[c:11]4[c:15]([cH:16][cH:17][c:18]3[N+:19]([O-:20])=[O:21])[NH:14][C:13](=[O:22])[C:12]4=[CH:23][c:24]3[nH:25][cH:26][cH:27][c:28]3[O:29][CH3:30])[cH:8][c:9]12>>[nH:1]1[cH:2][cH:3][c:4]2[cH:5][cH:6][c:7](-[c:10]3[c:11]4[c:15]([cH:16][cH:17][c:18]3[NH2:19])[NH:14][C:13](=[O:22])[C:12]4=[CH:23][c:24]3[nH:25][cH:26][cH:27][c:28]3[O:29][CH3:30])[cH:8][c:9]12. Reactants: [BH4-], CCCC(C(=O)c1ccc(Cl)cc1)c1ccc(Br)cc1, CO, [Na+]. The product is CCCC(c1ccc(Br)cc1)C(O)c1ccc(Cl)cc1. As a reaction SMILES: [BH4-:1].[Br:3][c:4]1[cH:5][cH:6][c:7]([CH:10]([C:11](=[O:12])[c:13]2[cH:14][cH:15][c:16]([Cl:19])[cH:17][cH:18]2)[CH2:20][CH2:21][CH3:22])[cH:8][cH:9]1.[CH3:23][OH:24].[Na+:2]>>[Br:3][c:4]1[cH:5][cH:6][c:7]([CH:10]([CH:11]([OH:12])[c:13]2[cH:14][cH:15][c:16]([Cl:19])[cH:17][cH:18]2)[CH2:20][CH2:21][CH3:22])[cH:8][cH:9]1.